Task: describe an organic reaction: reactants, conditions, products, and yield. Dataset: the Open Reaction Database (ORD), a public repository of structured organic reaction records Run at temperature 0 celsius, time 1 hour. The product is FC=1C=NC2=CC=CN=C2C1 (3-fluoro-1,5-naphthyridine). As a reaction SMILES: C1C=CN=CC=1.[FH:7].[N:8]1[C:17]2[C:12](=[N:13][CH:14]=[CH:15][CH:16]=2)[CH:11]=[C:10](N)[CH:9]=1.N([O-])=O.[Na+].C(=O)([O-])O.[Na+]>C(Cl)(Cl)Cl>[F:7][C:10]1[CH:9]=[N:8][C:17]2[C:12]([CH:11]=1)=[N:13][CH:14]=[CH:15][CH:16]=2 |f:0.1,3.4,5.6|. Procedure details: To 2 mL of hydrogen fluoride/pyridine, 145 mg of 1,5-naphthyridin-3-amine was added at 0° C., 76 mg of sodium nitrite was added to the reaction mixture, and stirred at 0° C. for 1 hour. The reaction mixture was stirred at 60° C. for 1 hour, and neutralized with a saturated aqueous sodium hydrogen carbonate solution at 0° C., chloroform was then added thereto, and the organic layer was separated. The organic layer was washed with a saturated aqueous sodium chloride solution, and dried over anhydr... Run in C(Cl)(Cl)Cl (chloroform). Reactants: C(O)([O-])=O.[Na+] (sodium hydrogen carbonate), C1=CC=NC=C1.F (hydrogen fluoride/pyridine), N1=CC(=CC2=NC=CC=C12)N (1,5-naphthyridin-3-amine), N(=O)[O-].[Na+] (sodium nitrite). Reactants: NC1=NC(=CC=C1[N+](=O)[O-])N (2,6-diamino-3-nitropyridine), C(Cl)Cl (CH2Cl2), triamine, polyphosphoric acid, C(CCC)(=O)O (butyric acid). Reagents/catalysts: [Pd] (Pd-C). The solvent is CO (MeOH), O (water), [NH4+].[OH-] (NH4OH). Run at temperature 80 celsius, time 16 hour. The product is C(CCC)(=O)NC1=CC=C2C(=N1)N=C(N2)CCC (5-(butyramido)-2-propylimidazo[4,5-b]pyridine). The yield is 49.1%. Reaction SMILES: [NH2:1][C:2]1[C:7]([N+:8]([O-])=O)=[CH:6][CH:5]=[C:4]([NH2:11])[N:3]=1.[C:12]([OH:17])(=O)[CH2:13][CH2:14][CH3:15].C(Cl)Cl>CO.O.[NH4+].[OH-].[Pd]>[C:12]([NH:11][C:4]1[N:3]=[C:2]2[N:1]=[C:4]([CH2:5][CH2:6][CH3:7])[NH:8][C:7]2=[CH:6][CH:5]=1)(=[O:17])[CH2:13][CH2:14][CH3:15] |f:5.6|. Reported procedure: A mixture of 2,6-diamino-3-nitropyridine (878 mg, 5.7 mmol) and Pd-C (10%, 100 mg) in MeOH (100 mL) was stirred under 1 atm. H2 for 16 hours. The mixture (containing the air sensitive triamine) was filtered, evaporated, and to this flask was added polyphosphoric acid (15 mL) and butyric acid (1.05 mL, 11.5 mmol). This mixture was heated to 80° C. for 5 hours, cooled to room temperature, diluted with water and neutralized with concentrated NH4OH. Extractive workup (CH2Cl2) gave 345 mg of 5-(butyr... The reactants are OC(CNC1=C(C=C(C(=O)O)C=C1)[N+](=O)[O-])C1=CC=CC=C1 (4-[(2-hydroxy-2-phenylethyl)amino]-3-nitrobenzoic acid), CC(=O)OI1(C=2C=CC=CC2C(=O)O1)(OC(=O)C)OC(=O)C (Dess-Martin periodinane). Solvent: C(Cl)Cl (DCM). Conditions: time 2 hour. The product is [N+](=O)([O-])C=1C=C(C(=O)O)C=CC1NCC(C1=CC=CC=C1)=O (3-Nitro-4-[(2-oxo-2-phenylethyl)amino]benzoic acid). RXN SMILES: [OH:1][CH:2]([C:17]1[CH:22]=[CH:21][CH:20]=[CH:19][CH:18]=1)[CH2:3][NH:4][C:5]1[CH:13]=[CH:12][C:8]([C:9]([OH:11])=[O:10])=[CH:7][C:6]=1[N+:14]([O-:16])=[O:15].CC(OI1(OC(C)=O)(OC(C)=O)OC(=O)C2C=CC=CC1=2)=O>C(Cl)Cl>[N+:14]([C:6]1[CH:7]=[C:8]([CH:12]=[CH:13][C:5]=1[NH:4][CH2:3][C:2](=[O:1])[C:17]1[CH:18]=[CH:19][CH:20]=[CH:21][CH:22]=1)[C:9]([OH:11])=[O:10])([O-:16])=[O:15]. Procedure: A DCM (50 mL) suspension of 4-[(2-hydroxy-2-phenylethyl)amino]-3-nitrobenzoic acid (1.0 g, 3.3 mmol) was treated with Dess-Martin periodinane reagent (1.5 g, 3.5 mmol) at rt in one lot. The reaction mixture was stirred at rt for 2 h. The solid was filtered off and washed with DCM to afford the title compound as a yellow solid; 1H NMR (400 MHz, DMSO-d6) δ 12.97 (br, 1H), 9.08 (t, J=4.4 Hz, 1H), 8.67 (d, J=2.0 Hz, 1H), 8.14 (d, J=8.0 Hz, 2H), 8.01 (dd, J=1.6 Hz, 8.8 Hz, 1H), 7.72 (t, J=7.6 Hz, 1H)... Starting materials: C1COCCO1, [Na+], [OH-], CCCCCCCCCCCCCCCCCCN(C)C(=O)c1ccccc1CO, Cc1ccc(S(=O)(=O)Cl)cc1. The product is CCCCCCCCCCCCCCCCCCN(C)C(=O)c1ccccc1COS(=O)(=O)c1ccc(C)cc1. As a reaction SMILES: [CH2:44]1[O:45][CH2:46][CH2:47][O:48][CH2:49]1.[Na+:43].[OH-:42].[OH:1][CH2:2][c:3]1[c:4]([C:9](=[O:10])[N:11]([CH2:12][CH2:13][CH2:14][CH2:15][CH2:16][CH2:17][CH2:18][CH2:19][CH2:20][CH2:21][CH2:22][CH2:23][CH2:24][CH2:25][CH2:26][CH2:27][CH2:28][CH3:29])[CH3:30])[cH:5][cH:6][cH:7][cH:8]1.[c:31]1([CH3:41])[cH:32][cH:33][c:34]([S:37](=[O:38])(=[O:39])[Cl:40])[cH:35][cH:36]1>>[O:1]([CH2:2][c:3]1[c:4]([C:9](=[O:10])[N:11]([CH2:12][CH2:13][CH2:14][CH2:15][CH2:16][CH2:17][CH2:18][CH2:19][CH2:20][CH2:21][CH2:22][CH2:23][CH2:24][CH2:25][CH2:26][CH2:27][CH2:28][CH3:29])[CH3:30])[cH:5][cH:6][cH:7][cH:8]1)[S:37]([c:34]1[cH:33][cH:32][c:31]([CH3:41])[cH:36][cH:35]1)(=[O:38])=[O:39].